This data is from the Open Reaction Database (ORD), a public repository of structured organic reaction records. The task is: describe an organic reaction: reactants, conditions, products, and yield Starting materials: N1C=NC=C1 (imidazole), [H-].[Na+] (sodium hydride), [I-].[Na+] (sodium iodide), ClCCOC=1C=C2CN(CC2=CC1OC)CCCCCC(C#N)(SC1=CC=C(C=C1)C)C1=CC(=C(C=C1)OC)OC (5-(2-chloroethoxy)-α-(3,4-dimethoxyphenyl)-1,3-dihydro-6-methoxy-α-[(4-methylphenyl)thio]-2H-isoindole-2-heptanenitrile). Run in CN(C=O)C (N,N-dimethylformamide), O (water), C1(=CC=CC=C1)C (toluene). Conditions: temperature 75 celsius, time 40 minute. Yields the product COC=1C=C(C=CC1OC)C(C#N)(CCCCCN1CC2=CC(=C(C=C2C1)OCCN1C=NC=C1)OC)SC1=CC=C(C=C1)C (α-(3,4-Dimethoxyphenyl]-1,3-dihydro-5-[2-(1H-imidazol-1-yl)ethoxy]-6-methoxy-α-[(4-methylphenyl)thio]-2H-isoindole-2-heptanenitrile). As a reaction SMILES: [NH:1]1[CH:5]=[CH:4][N:3]=[CH:2]1.[H-].[Na+].Cl[CH2:9][CH2:10][O:11][C:12]1[CH:13]=[C:14]2[C:18](=[CH:19][C:20]=1[O:21][CH3:22])[CH2:17][N:16]([CH2:23][CH2:24][CH2:25][CH2:26][CH2:27][C:28]([C:39]1[CH:44]=[CH:43][C:42]([O:45][CH3:46])=[C:41]([O:47][CH3:48])[CH:40]=1)([S:31][C:32]1[CH:37]=[CH:36][C:35]([CH3:38])=[CH:34][CH:33]=1)[C:29]#[N:30])[CH2:15]2.[I-].[Na+]>CN(C)C=O.C1(C)C=CC=CC=1.O>[CH3:48][O:47][C:41]1[CH:40]=[C:39]([C:28]([S:31][C:32]2[CH:33]=[CH:34][C:35]([CH3:38])=[CH:36][CH:37]=2)([CH2:27][CH2:26][CH2:25][CH2:24][CH2:23][N:16]2[CH2:15][C:14]3[C:18](=[CH:19][C:20]([O:21][CH3:22])=[C:12]([O:11][CH2:10][CH2:9][N:1]4[CH:5]=[CH:4][N:3]=[CH:2]4)[CH:13]=3)[CH2:17]2)[C:29]#[N:30])[CH:44]=[CH:43][C:42]=1[O:45][CH3:46] |f:1.2,4.5|. Procedure details: To a solution of 0.11 g of imidazole in 6 mL of N,N-dimethylformamide, under argon, is added 0.036 g of 60% of sodium hydride in oil. After stirring for 40 minutes, a solution of 0.3 g of 5-(2-chloroethoxy)-α-(3,4-dimethoxyphenyl)-1,3-dihydro-6-methoxy-α-[(4-methylphenyl)thio]-2H-isoindole-2-heptanenitrile in 8 mL of toluene is added followed by 0.3 g of sodium iodide. The resulting solution is heated at 75° C. for 21 hours. The solution is cooled and and poured into water. The solution is extra... Starting materials: O=C1CCN(CC1)CC1=CC=CC(=N1)NC(=O)NC=1N=C(SC1)C1=CC=NC=C1 (1-[6-(4-Oxo-piperidin-1-ylmethyl)pyridin-2-yl]-3-(2-pyridin-4-yl-thiazol-4-yl)urea), Cl (HCl). Product: Cl.O=C1CCN(CC1)CC1=CC=CC(=N1)NC(=O)NC=1N=C(SC1)C1=CC=NC=C1 (1-[6-(4-Oxo-piperidin-1-ylmethyl)pyridin-2-yl]-3-(2-pyridin-4-yl-thiazol-4-yl)urea hydrochloride). RXN SMILES: [O:1]=[C:2]1[CH2:7][CH2:6][N:5]([CH2:8][C:9]2[N:14]=[C:13]([NH:15][C:16]([NH:18][C:19]3[N:20]=[C:21]([C:24]4[CH:29]=[CH:28][N:27]=[CH:26][CH:25]=4)[S:22][CH:23]=3)=[O:17])[CH:12]=[CH:11][CH:10]=2)[CH2:4][CH2:3]1.[ClH:30]>>[ClH:30].[O:1]=[C:2]1[CH2:7][CH2:6][N:5]([CH2:8][C:9]2[N:14]=[C:13]([NH:15][C:16]([NH:18][C:19]3[N:20]=[C:21]([C:24]4[CH:25]=[CH:26][N:27]=[CH:28][CH:29]=4)[S:22][CH:23]=3)=[O:17])[CH:12]=[CH:11][CH:10]=2)[CH2:4][CH2:3]1 |f:2.3|. Reported procedure: 1-[6-(4-Oxo-piperidin-1-ylmethyl)pyridin-2-yl]-3-(2-pyridin-4-yl-thiazol-4-yl)urea (30 mg, 0.073 mmol, Example 175) was treated with HCl (0.08 mL, 0.081 mmol, 1M in Et2O) to afford the title salt as a yellow solid. Starting materials: FC(C1=CC=C(C=N1)C1N(CCC2=CC=CC=C12)C(=O)OCC1=CC=CC=C1)(F)F (benzyl 1-(6-(trifluoromethyl)pyridin-3-yl)-3,4-dihydroisoquinoline-2(1H)-carboxylate). The reagents and catalysts are [Pd] (palladium on carbon). The solvent is CO (MeOH). Conditions: time 3.5 hour. The product is FC(C1=CC=C(C=N1)C1NCCC2=CC=CC=C12)(F)F (1-(6-(trifluoromethyl)pyridin-3-yl)-1,2,3,4-tetrahydroisoquinoline). As a reaction SMILES: [F:1][C:2]([F:30])([F:29])[C:3]1[N:8]=[CH:7][C:6]([CH:9]2[C:18]3[C:13](=[CH:14][CH:15]=[CH:16][CH:17]=3)[CH2:12][CH2:11][N:10]2C(OCC2C=CC=CC=2)=O)=[CH:5][CH:4]=1>CO.[Pd]>[F:30][C:2]([F:1])([F:29])[C:3]1[N:8]=[CH:7][C:6]([CH:9]2[C:18]3[C:13](=[CH:14][CH:15]=[CH:16][CH:17]=3)[CH2:12][CH2:11][NH:10]2)=[CH:5][CH:4]=1. Procedure: To a solution of benzyl 1-(6-(trifluoromethyl)pyridin-3-yl)-3,4-dihydroisoquinoline-2(1H)-carboxylate (90 mg, 218 μmol) in MeOH (3 mL) at RT under N2 was added 10% palladium on carbon (46 mg, 44 μmol) and suspension was sparged with H2 15 min. The reaction was stirred under H2 at RT 3.5 h. The reaction was filtered through a pad of Celite® (2×5 mL EtOAc wash) and concentrated to give 1-(6-(trifluoromethyl)pyridin-3-yl)-1,2,3,4-tetrahydroisoquinoline which was carried on to the next step without ... Reactants: [Cl-], N, [NH4+], Cc1c(O)cc(O)cc1C(=O)O. Yields the product Cc1c(O)cc(N)cc1C(=O)O. Reaction SMILES: [Cl-:13].[NH3:15].[NH4+:14].[OH:1][c:2]1[c:3]([CH3:12])[c:4]([C:5](=[O:6])[OH:7])[cH:8][c:9]([OH:11])[cH:10]1>>[OH:1][c:2]1[c:3]([CH3:12])[c:4]([C:5](=[O:6])[OH:7])[cH:8][c:9]([NH2:14])[cH:10]1. Starting materials: racemic ester, powder, O[C@@H](C#N)C1=CC(=CC=C1)OC1=CC=CC=C1 ((R)-α-hydroxy-3-phenoxy-benzeneacetonitrile), C(CCC)(=O)OCCCC (butyl butyrate), racemic ester, (R,S)-Cyano(3-phenoxyphenyl)methyl butyrate, (S)-ester, VII, (R)-ester. The solvent is CCCCCC (hexane), C(CCC)O (n-butanol), CCCCCC (hexane). Conditions: temperature 25 celsius. The product is O[C@H](C#N)C1=CC(=CC=C1)OC1=CC=CC=C1 ((S)-α-hydroxy-3-phenoxy-benzeneacetonitrile). As a reaction SMILES: [OH:1][C@H:2]([C:5]1[CH:10]=[CH:9][CH:8]=[C:7]([O:11][C:12]2[CH:17]=[CH:16][CH:15]=[CH:14][CH:13]=2)[CH:6]=1)[C:3]#[N:4].C(OCCCC)(=O)CCC>CCCCCC.C(O)CCC>[OH:1][C@@H:2]([C:5]1[CH:10]=[CH:9][CH:8]=[C:7]([O:11][C:12]2[CH:17]=[CH:16][CH:15]=[CH:14][CH:13]=2)[CH:6]=1)[C:3]#[N:4]. Procedure details: The racemic ester, (R,S)-Cyano(3-phenoxyphenyl)methyl butyrate, (750 g) prepared by the method described in literature by Fadnavis and co-workers (Fadnavis, N. W.; Luke Babu, R.; Sheelu, G.; DeshpandeA Tetrahedron Asymmetry 2000, 11, 3303–3309) is dissolved in a mixture of hexane (11 lit) and n-butanol (700 ml). The enzyme lipase from Candida rugosa (EC 3.1.1.3, Type VII, Sigma, USA) was immobilized in gelatin matrix according to the procedure described in literature by Fadnavis and Koteshwar (F... The reactants are Cc1cc(Cl)ccc1OC(COCc1ccccc1)C1CCNC1, CCO, Cl, O=C(O)C(F)(F)F. The product is Cc1cc(Cl)ccc1OC(CO)C1CCNC1. As a reaction SMILES: [CH2:1]([c:2]1[cH:3][cH:4][cH:5][cH:6][cH:7]1)[O:8][CH2:9][CH:10]([O:11][c:12]1[c:13]([CH3:19])[cH:14][c:15]([Cl:18])[cH:16][cH:17]1)[CH:20]1[CH2:21][NH:22][CH2:23][CH2:24]1.[CH3:33][CH2:34][OH:35].[ClH:32].[F:25][C:26]([F:27])([F:28])[C:29]([OH:30])=[O:31]>>[OH:8][CH2:9][CH:10]([O:11][c:12]1[c:13]([CH3:19])[cH:14][c:15]([Cl:18])[cH:16][cH:17]1)[CH:20]1[CH2:21][NH:22][CH2:23][CH2:24]1. The reactants are [BH4-], N#Cc1ccccc1-c1cc(-c2ccccn2)cn(-c2cccc(C=O)c2)c1=O, CO, CCOC(C)=O, [Na+]. Product: N#Cc1ccccc1-c1cc(-c2ccccn2)cn(-c2cccc(CO)c2)c1=O. Reaction SMILES: [BH4-:30].[C:1](#[N:2])[c:3]1[c:4](-[c:9]2[c:10](=[O:29])[n:11](-[c:21]3[cH:22][c:23]([CH:27]=[O:28])[cH:24][cH:25][cH:26]3)[cH:12][c:13](-[c:15]3[n:16][cH:17][cH:18][cH:19][cH:20]3)[cH:14]2)[cH:5][cH:6][cH:7][cH:8]1.[CH3:32][OH:33].[CH3:34][CH2:35][O:36][C:37](=[O:38])[CH3:39].[Na+:31]>>[C:1](#[N:2])[c:3]1[c:4](-[c:9]2[c:10](=[O:29])[n:11](-[c:21]3[cH:22][c:23]([CH2:27][OH:28])[cH:24][cH:25][cH:26]3)[cH:12][c:13](-[c:15]3[n:16][cH:17][cH:18][cH:19][cH:20]3)[cH:14]2)[cH:5][cH:6][cH:7][cH:8]1. Starting materials: COC1=CC=C2C=C(NC(C2=C1)=O)C1=CC=C(C=C1)OC (7-methoxy-3-(4-methoxyphenyl)isoquinoline-1(2H)-one). The reagents and catalysts are [Cl-].C(C1=CC=CC=C1)[N+](CC)(CC)CC (benzyltriethylammonium chloride). Solvent: Cl (hydrochloric acid). Reaction conditions: temperature 140 celsius. Product: OC1=CC=C2C=C(NC(C2=C1)=O)C1=CC=C(C=C1)O (7-hydroxy-3-(4-hydroxyphenyl)isoquinoline-1(2H)-one). The yield is 79.0%. RXN SMILES: C[O:2][C:3]1[CH:12]=[C:11]2[C:6]([CH:7]=[C:8]([C:14]3[CH:19]=[CH:18][C:17]([O:20]C)=[CH:16][CH:15]=3)[NH:9][C:10]2=[O:13])=[CH:5][CH:4]=1>[Cl-].C([N+](CC)(CC)CC)C1C=CC=CC=1.Cl>[OH:2][C:3]1[CH:12]=[C:11]2[C:6]([CH:7]=[C:8]([C:14]3[CH:19]=[CH:18][C:17]([OH:20])=[CH:16][CH:15]=3)[NH:9][C:10]2=[O:13])=[CH:5][CH:4]=1 |f:1.2|. Procedure: The compound 7-methoxy-3-(4-methoxyphenyl)isoquinoline-1(2H)-one (300 mg, 1 mmol), benzyltriethylammonium chloride (1.68 g, 7 mmol) and 37% hydrochloric acid (20 mL) are introduced into a sealed tube. The medium is heated for 20 hours at 140° C. then the mixture is evaporated to dryness under reduced pressure. After the addition of water (20 mL) to the residue obtained, a precipitate is formed. It is filtered and dried under in order to produce the expected 7-hydroxy-3-(4-hydroxyphenyl)isoquinol...